This data is from the Open Reaction Database (ORD), a public repository of structured organic reaction records. The task is: describe an organic reaction: reactants, conditions, products, and yield Starting materials: ClC1=CC(=C(C=C1)C)[N+](=O)[O-] (4-chloro-1-methyl-2-nitro-benzene), C=O (paraformaldehyde), Cl (hydrochloric acid), O (water). Reagents/catalysts: [OH-].[K+] (potassium hydroxide). Run in CS(=O)C (DMSO), C(C)O (ethanol). Conditions: time 6 day. Product: ClC1=CC(=C(C=C1)CCO)[N+](=O)[O-] (2-(4-Chloro-2-nitro-phenyl)-ethanol). Yield: 62.5%. As a reaction SMILES: [Cl:1][C:2]1[CH:7]=[CH:6][C:5]([CH3:8])=[C:4]([N+:9]([O-:11])=[O:10])[CH:3]=1.[CH2:12]=[O:13].O.Cl>CS(C)=O.C(O)C.[OH-].[K+]>[Cl:1][C:2]1[CH:7]=[CH:6][C:5]([CH2:8][CH2:12][OH:13])=[C:4]([N+:9]([O-:11])=[O:10])[CH:3]=1 |f:6.7|. Procedure details: To a solution of 4-chloro-1-methyl-2-nitro-benzene (171.6 g, 0.5 mole) in DMSO (150 mL) was added paraformaldehyde (30.0 g, 1.0 mole), followed by potassium hydroxide (1.5 g, 0.027 mol) in ethanol (10 mL). The resulting reaction mixture was stirred at room temperature for six days and water (2 L) was added and the mixture neutralized with hydrochloric acid (2 N). The mixture was extracted with ethyl ether (2×1 L) and the combined organic layers were washed with water (1 L), saturated sodium chlo... The reactants are FC(C=1C=CC=C2C(C(NC12)=O)=[N+]=[N-])(F)F (7-(trifluoromethyl)-3-diazooxindole), C(C#C)O (propargyl alcohol). Solvent: CCOCC (ether). Reaction conditions: time 30 minute. Yields the product OCC1=NN2C(NC=3C(=CC=CC3C2=C1)C(F)(F)F)=O (2-(Hydroxymethyl)-7-(trifluoromethyl)pyrazolo-[1,5-c]quinazolin-5(6H)-one). As a reaction SMILES: [F:1][C:2]([F:16])([F:15])[C:3]1[CH:4]=[CH:5][CH:6]=[C:7]2[C:11]=1[NH:10][C:9](=[O:12])[C:8]2=[N+:13]=[N-:14].[CH2:17]([OH:20])[C:18]#[CH:19]>CCOCC>[OH:20][CH2:17][C:18]1[CH:19]=[C:8]2[N:13]([C:9](=[O:12])[NH:10][C:11]3[C:3]([C:2]([F:16])([F:15])[F:1])=[CH:4][CH:5]=[CH:6][C:7]=32)[N:14]=1. Procedure: 2.0 g (0.0088 mole) of 7-(trifluoromethyl)-3-diazooxindole and 10.2 g (0.176 mole or 20 equivalents) of 97% propargyl alcohol are refluxed under N2 for 4 hours, cooled, diluted with ether (200 ml) and stirred for 30 minutes. The light pink solid that forms is filtered off. Yield: 1.3 g; 52.2% crude yield. Reactants: C(C)(C)OC(=O)N1CCN(CC1)C1=NC=2N(C=C1)N=CC2Br (4-(3-bromo-pyrazolo[1,5-a]pyrimidin-5-yl)-piperazine-1-carboxylic acid isopropyl ester), COC1=NC=CC=C1B(O)O (2-methoxy-3-pyridineboronic acid). The product is C(C)(C)OC(=O)N1CCN(CC1)C1=NC=2N(C=C1)N=CC2C=2C(=NC=CC2)OC (4-[3-(2-Methoxy-pyridin-3-yl)-pyrazolo[1,5-a]pyrimidin-5-yl]-piperazine-1-carboxylic acid isopropyl ester). Yield: 21.3%. Reaction SMILES: [CH:1]([O:4][C:5]([N:7]1[CH2:12][CH2:11][N:10]([C:13]2[CH:18]=[CH:17][N:16]3[N:19]=[CH:20][C:21](Br)=[C:15]3[N:14]=2)[CH2:9][CH2:8]1)=[O:6])([CH3:3])[CH3:2].[CH3:23][O:24][C:25]1[C:30](B(O)O)=[CH:29][CH:28]=[CH:27][N:26]=1>>[CH:1]([O:4][C:5]([N:7]1[CH2:12][CH2:11][N:10]([C:13]2[CH:18]=[CH:17][N:16]3[N:19]=[CH:20][C:21]([C:30]4[C:25]([O:24][CH3:23])=[N:26][CH:27]=[CH:28][CH:29]=4)=[C:15]3[N:14]=2)[CH2:9][CH2:8]1)=[O:6])([CH3:3])[CH3:2]. Reported procedure: Prepared similarly to the preparation of example 5.6.9 from 4-(3-bromo-pyrazolo[1,5-a]pyrimidin-5-yl)-piperazine-1-carboxylic acid isopropyl ester (338.7 mg, 0.9 mmol) and 2-methoxy-3-pyridineboronic acid [163105-90-6] (169.4 mg, 1.1 mmol) to afford 76.0 mg of yellow powder as a free base, mp. 131-132° C. 1H NMR (400 MHz, DMSO-d6) δ ppm 1.22 (d, J=6.06 Hz, 6 H) 3.47-3.56 (m, 4 H) 3.71-3.80 (m, 4 H) 4.00 (s, 3 H) 4.82 (spt, J=6.23 Hz, 1 H) 6.81 (d, J=8.08 Hz, 1 H) 7.08 (dd, J=7.45, 4.93 Hz, 1 H) ... Starting materials: C(#N)C=1C=C2CCCC(C2=CC1)CNCCNC(OC(C)(C)C)=O (tert-Butyl (2-{[(6-cyano-1,2,3,4-tetrahydronaphthalen-1-yl)methyl]amino}ethyl)carbamate), ClCC(=O)Cl (chloroacetyl chloride), TEA. Run in C(Cl)Cl (DCM), C(Cl)Cl (DCM). Run at time 12 hour. Product: ClCC(=O)N(CCNC(OC(C)(C)C)=O)CC1CCCC2=CC(=CC=C12)C#N (tert-Butyl (2-{(chloroacetyl)[(6-cyano-1,2,3,4-tetrahydronaphthalen-1-yl)methyl]amino}ethyl)carbamate). RXN SMILES: [C:1]([C:3]1[CH:4]=[C:5]2[C:10](=[CH:11][CH:12]=1)[CH:9]([CH2:13][NH:14][CH2:15][CH2:16][NH:17][C:18](=[O:24])[O:19][C:20]([CH3:23])([CH3:22])[CH3:21])[CH2:8][CH2:7][CH2:6]2)#[N:2].[Cl:25][CH2:26][C:27](Cl)=[O:28]>C(Cl)Cl>[Cl:25][CH2:26][C:27]([N:14]([CH2:13][CH:9]1[C:10]2[C:5](=[CH:4][C:3]([C:1]#[N:2])=[CH:12][CH:11]=2)[CH2:6][CH2:7][CH2:8]1)[CH2:15][CH2:16][NH:17][C:18](=[O:24])[O:19][C:20]([CH3:21])([CH3:23])[CH3:22])=[O:28]. Procedure: A mixture of tert-Butyl (2-{[(6-cyano-1,2,3,4-tetrahydronaphthalen-1-yl)methyl]amino}ethyl)carbamate (110 mg, 0.334 mmol), chloroacetyl chloride (42 mg, 0.37 mmol) and TEA (135 mg, 1.34 mmol) in 20 mL DCM was stirred at RT for 12 hours. The mixture was diluted with 50 mL DCM and then washed with water and brine, dried over anhydrous Na2SO4 and concentrated. The residue was purified via prep-TLC (EtOAc/Petroleum Ether=1:1) to give the title compound. MS m/z: 406 [M+1]+.